This data is from the Open Reaction Database (ORD), a public repository of structured organic reaction records. The task is: describe an organic reaction: reactants, conditions, products, and yield The reactants are ClC1=CC=CC(=N1)C(=O)O (6-chloro-2-pyridinecarboxylic acid), S(=O)(Cl)Cl (thionyl chloride), NC1=NN=NN1 (5-aminotetrazole). The product is N1N=NN=C1NC(=O)C1=NC(=CC=C1)Cl (N-(5-tetrazolyl)-6-chloro-2-pyridinecarboxamide). Isolated yield 25.9%. As a reaction SMILES: [Cl:1][C:2]1[N:7]=[C:6]([C:8]([OH:10])=O)[CH:5]=[CH:4][CH:3]=1.S(Cl)(Cl)=O.[NH2:15][C:16]1[NH:20][N:19]=[N:18][N:17]=1>>[NH:17]1[C:16]([NH:15][C:8]([C:6]2[CH:5]=[CH:4][CH:3]=[C:2]([Cl:1])[N:7]=2)=[O:10])=[N:20][N:19]=[N:18]1. Reported procedure: 0.46 g of 6-chloro-2-pyridinecarboxylic acid, 15 ml of thionyl chloride and 0.29 g of 5-aminotetrazole are treated in the same manner as described in Example 1. The crude product thus obtained is recrystallized from a mixture of dimethylformamide and water, whereby 0.17 g of N-(5-tetrazolyl)-6-chloro-2-pyridinecarboxamide is obtained.